Dataset: the Open Reaction Database (ORD), a public repository of structured organic reaction records. Task: describe an organic reaction: reactants, conditions, products, and yield Starting materials: C(C)(C)(C)OC(=O)N[C@@H](CC(=O)N1CC(N(CCC1)C)=O)CC1=C(C=CC(=C1)F)F (4-[(3R)-3-[(tert-Butoxycarbonyl)amino]-4-(2,5-difluorophenyl)butanoyl]hexahydro-1-methyl-2H-1,4-diazepin-2-one), Cl (hydrogen chloride). Solvent: O1CCOCC1 (dioxane). Run at time 4 hour. Yields the product N[C@@H](CC(=O)N1CC(N(CCC1)C)=O)CC1=C(C=CC(=C1)F)F (4-[(3R)-3-Amino-4-(2,5-difluorophenyl)butanoyl]hexahydro-1-methyl-2H-1,4-diazepin-2-one). As a reaction SMILES: C(OC([NH:8][C@H:9]([CH2:22][C:23]1[CH:28]=[C:27]([F:29])[CH:26]=[CH:25][C:24]=1[F:30])[CH2:10][C:11]([N:13]1[CH2:19][CH2:18][CH2:17][N:16]([CH3:20])[C:15](=[O:21])[CH2:14]1)=[O:12])=O)(C)(C)C.Cl>O1CCOCC1>[NH2:8][C@H:9]([CH2:22][C:23]1[CH:28]=[C:27]([F:29])[CH:26]=[CH:25][C:24]=1[F:30])[CH2:10][C:11]([N:13]1[CH2:19][CH2:18][CH2:17][N:16]([CH3:20])[C:15](=[O:21])[CH2:14]1)=[O:12]. Reported procedure: (3R)-4-[(3R)-3-[(tert-Butoxycarbonyl)amino]-4-(2,5-trifluorophenyl)butanoyl]hexahydro-3-methyl-2H-1,4-diazepin-2-one from Step E was treated with 4N hydrogen chloride in dioxane, stirred for 4 h and evaporated to yield the title compound. Reactants: ClC1=C(C(=NN1C)C)C(=O)NC1=CC=CC=C1 (5-chloro-1,3-dimethyl-N-phenyl-4-pyrazolecarboxamide), C(C)(=O)[O-].[Na+] (sodium acetate). The reagents and catalysts are [Pd] (palladium on carbon). The solvent is C(C)O (ethanol). The product is CN1N=C(C(=C1)C(=O)NC1=CC=CC=C1)C (1,3-dimethyl-N-phenyl-4-pyrazolecarboxamide). Isolated yield 85.9%. Reaction SMILES: Cl[C:2]1[N:6]([CH3:7])[N:5]=[C:4]([CH3:8])[C:3]=1[C:9]([NH:11][C:12]1[CH:17]=[CH:16][CH:15]=[CH:14][CH:13]=1)=[O:10].C([O-])(=O)C.[Na+]>C(O)C.[Pd]>[CH3:7][N:6]1[CH:2]=[C:3]([C:9]([NH:11][C:12]2[CH:17]=[CH:16][CH:15]=[CH:14][CH:13]=2)=[O:10])[C:4]([CH3:8])=[N:5]1 |f:1.2|. Reported procedure: 5-chloro-1,3-dimethyl-N-phenyl-4-pyrazolecarboxamide (2.7 g) was dissolved in ethanol (100 ml) and anhydrous sodium acetate (2 g) added. The mixture was hydrogenated at room temperature and 2 atmospheres pressure using palladium on carbon catalyst. On completion of the reaction, the catalyst was removed by filtration through celite and the filtrate evaporated in vacuo. Water (50 ml) was added and the product extracted with chloroform (3 × 25 ml). The combined extracts were washed with water, dri... The reactants are COC(=O)CN1C(C)C=CC1C, CCO, CC[O-], Cl, N=C(N)N, [Na+]. The product is CC1C=CC(C)N1CC(=O)N=C(N)N. RXN SMILES: [CH3:10][CH:11]1[N:12]([CH2:17][C:18](=[O:19])[O:20][CH3:21])[CH:13]([CH3:16])[CH:14]=[CH:15]1.[CH3:22][CH2:23][OH:24].[CH3:7][CH2:8][O-:9].[ClH:1].[NH2:2][C:3](=[NH:4])[NH2:5].[Na+:6]>>[N:2](=[C:3]([NH2:4])[NH2:5])[C:18]([CH2:17][N:12]1[CH:11]([CH3:10])[CH:15]=[CH:14][CH:13]1[CH3:16])=[O:19]. Run in C1CCOC1.CO (THF MeOH). The reactants are FC(C1=C(OC2CCN(CC2)C=2SC(=CN2)C=2SC=C(N2)CC(=O)OC)C=CC=C1)(F)F (methyl (2′-{4-[2-(trifluoromethyl)phenoxy]piperidin-1-yl}-2,5′-bi-1,3-thiazol-4-yl)acetate), [OH-].[Na+] (NaOH). Yields the product FC(C1=C(OC2CCN(CC2)C=2SC(=CN2)C=2SC=C(N2)CC(=O)O)C=CC=C1)(F)F ((2′-{4-[2-(Trifluoromethyl)phenoxy]piperidin-1-yl}-2,5′-bi-1,3-thiazol-4-yl)acetic acid). RXN SMILES: [F:1][C:2]([F:32])([F:31])[C:3]1[CH:30]=[CH:29][CH:28]=[CH:27][C:4]=1[O:5][CH:6]1[CH2:11][CH2:10][N:9]([C:12]2[S:13][C:14]([C:17]3[S:18][CH:19]=[C:20]([CH2:22][C:23]([O:25]C)=[O:24])[N:21]=3)=[CH:15][N:16]=2)[CH2:8][CH2:7]1.[OH-].[Na+]>C1COCC1.CO>[F:32][C:2]([F:1])([F:31])[C:3]1[CH:30]=[CH:29][CH:28]=[CH:27][C:4]=1[O:5][CH:6]1[CH2:11][CH2:10][N:9]([C:12]2[S:13][C:14]([C:17]3[S:18][CH:19]=[C:20]([CH2:22][C:23]([OH:25])=[O:24])[N:21]=3)=[CH:15][N:16]=2)[CH2:8][CH2:7]1 |f:1.2,3.4|. Reported procedure: A mixture of methyl (2′-{4-[2-(trifluoromethyl)phenoxy]piperidin-1-yl}-2,5′-bi-1,3-thiazol-4-yl)acetate (220 mg, 0.44 mmol) in THF/MeOH (4:1) (v/v) (5 mL) was treated with 1 N NaOH (1 mL, 1 mmol) and heated at reflux temperature for 2 h. Volatile materials were removed in vacuo. The residue was diluted with water, acidified with 1 N HCl and extracted with EtOAc. The EtOAc extract was washed twice with water, dried (Na2SO4) and concentrated to give the title compound as a yellow foam. Reactants: CCCCCC (hexane), [Si](C)(C)(C(C)(C)C)C1=C(C2=CC=CC=CC2=C1C=O)C=O (2-tert-butyldimethylsilyl-1,3-azulenedicarboxaldehyde), C(#CC(=O)OC)C(=O)OC (DMAD), C1(CCCCC1)[N+]#[C-] (cyclohexylisocyanide). Run in C(C)OC(C)=O (ethylacetate), C1=CC=CC=C1 (benzene). Conditions: temperature 80 celsius, time 5 day. Yields the product COC(=O)C1=C(OC(=C1C(=O)OC)NC1CCCCC1)C1=C(C(=C2C=CC=CC=C12)C=O)[Si](C)(C)C(C)(C)C (2-[2-(tert-butyldimethyl-silanyl)-3-formyl-azulen-1-yl]-5-cyclohexylamino-furan-3,4-dicarboxylic acid dimethyl ester). The yield is 25.3%. RXN SMILES: [Si:1]([C:8]1[C:17]([CH:18]=[O:19])=[C:16]2[C:10](=[CH:11][CH:12]=[CH:13][CH:14]=[CH:15]2)[C:9]=1[CH:20]=[O:21])([C:4]([CH3:7])([CH3:6])[CH3:5])([CH3:3])[CH3:2].[C:22]([C:28]([O:30][CH3:31])=[O:29])#[C:23][C:24]([O:26][CH3:27])=[O:25].[CH:32]1([N+:38]#[C-:39])[CH2:37][CH2:36][CH2:35][CH2:34][CH2:33]1.CCCCCC>C1C=CC=CC=1.C(OC(=O)C)C>[CH3:27][O:26][C:24]([C:23]1[C:22]([C:28]([O:30][CH3:31])=[O:29])=[C:39]([NH:38][CH:32]2[CH2:37][CH2:36][CH2:35][CH2:34][CH2:33]2)[O:19][C:18]=1[C:17]1[C:16]2[C:10]([CH:11]=[CH:12][CH:13]=[CH:14][CH:15]=2)=[C:9]([CH:20]=[O:21])[C:8]=1[Si:1]([C:4]([CH3:7])([CH3:6])[CH3:5])([CH3:3])[CH3:2])=[O:25]. Procedure: According to the literature procedure, a mixture of 250 mg of bis-dialdehyde 32 (0.84 mmol) and 92 mg of DMAD (dimethyl acetylenedicarboxylate) (0.84 mmol) was dissolved in 8.5 ml of anhydrous benzene and heated at 80° C. under argon. To this solution was added 119 mg of cyclohexylisocyanide (0.84 mmol) by syringe, and the heating was continued at 80° C. for further 5 days. The color of the reaction changed from red into brown. The solvent was then evaporated in vacuo, and the crude residue was ... Product: CCC(=O)Nc1ccc(C(=O)CCC(=O)O)cc1. Reaction SMILES: [C:1]([CH2:2][CH3:3])(=[O:4])[Cl:5].[NH2:6][c:7]1[cH:8][cH:9][c:10]([C:13]([CH2:14][CH2:15][C:16](=[O:17])[OH:18])=[O:19])[cH:11][cH:12]1>>[C:1]([CH2:2][CH3:3])(=[O:4])[NH:6][c:7]1[cH:8][cH:9][c:10]([C:13]([CH2:14][CH2:15][C:16](=[O:17])[OH:18])=[O:19])[cH:11][cH:12]1. Reactants: CCC(=O)Cl, Nc1ccc(C(=O)CCC(=O)O)cc1. The reactants are O=C1CCC(=O)N1Br, CCOC(=O)C=C(C)Oc1ccc(CC(C)(C)O)cc1, ClCCl, CC(C)CC(C)(C#N)N=NC(C)(C#N)CC(C)C. Yields the product CCOC(=O)C=C(CBr)Oc1ccc(CC(C)(C)O)cc1. As a reaction SMILES: [Br:21][N:22]1[C:23](=[O:24])[CH2:25][CH2:26][C:27]1=[O:28].[CH2:1]([CH3:2])[O:3][C:4]([CH:5]=[C:6]([CH3:7])[O:8][c:9]1[cH:10][cH:11][c:12]([CH2:15][C:16]([CH3:17])([CH3:18])[OH:19])[cH:13][cH:14]1)=[O:20].[Cl:47][CH2:48][Cl:49].[N:29]([C:30]([CH3:31])([CH2:32][CH:33]([CH3:34])[CH3:35])[C:36]#[N:37])=[N:38][C:39]([CH3:40])([CH2:41][CH:42]([CH3:43])[CH3:44])[C:45]#[N:46]>>[CH2:1]([CH3:2])[O:3][C:4]([CH:5]=[C:6]([CH2:7][Br:21])[O:8][c:9]1[cH:10][cH:11][c:12]([CH2:15][C:16]([CH3:17])([CH3:18])[OH:19])[cH:13][cH:14]1)=[O:20]. The reactants are OCCOC1=CC=C(C=C1)C1C(CN(CC1)C(=O)OC(C)(C)C)OCC1=CC2=CC=CC=C2C(=C1)O (tert-butyl (3RS,4RS)-4-[4-(2-hydroxy-ethoxy)-phenyl]-3-(4-hydroxy-naphthalen-2-ylmethoxy)-piperidine-1-carboxylate), C(C1=CC=CC=C1)Br (benzyl bromide). Product: C(C1=CC=CC=C1)OCCOC1=CC=C(C=C1)C1C(CN(CC1)C(=O)OC(C)(C)C)OCC1=CC2=CC=CC=C2C(=C1)OCC1=CC=CC=C1 (tert-butyl (3RS,4RS)-4-[4-(2-benzyloxy-ethoxy)-phenyl]-3-(4-benzyloxy-naphthalen-2-ylmethoxy)-piperidine-1-carboxylate). RXN SMILES: [OH:1][CH2:2][CH2:3][O:4][C:5]1[CH:10]=[CH:9][C:8]([CH:11]2[CH2:16][CH2:15][N:14]([C:17]([O:19][C:20]([CH3:23])([CH3:22])[CH3:21])=[O:18])[CH2:13][CH:12]2[O:24][CH2:25][C:26]2[CH:35]=[C:34]([OH:36])[C:33]3[C:28](=[CH:29][CH:30]=[CH:31][CH:32]=3)[CH:27]=2)=[CH:7][CH:6]=1.[CH2:37](Br)[C:38]1[CH:43]=[CH:42][CH:41]=[CH:40][CH:39]=1>>[CH2:37]([O:1][CH2:2][CH2:3][O:4][C:5]1[CH:10]=[CH:9][C:8]([CH:11]2[CH2:16][CH2:15][N:14]([C:17]([O:19][C:20]([CH3:21])([CH3:22])[CH3:23])=[O:18])[CH2:13][CH:12]2[O:24][CH2:25][C:26]2[CH:35]=[C:34]([O:36][CH2:11][C:8]3[CH:9]=[CH:10][CH:5]=[CH:6][CH:7]=3)[C:33]3[C:28](=[CH:29][CH:30]=[CH:31][CH:32]=3)[CH:27]=2)=[CH:7][CH:6]=1)[C:38]1[CH:43]=[CH:42][CH:41]=[CH:40][CH:39]=1. Procedure: In an analogous manner to that described in Example 1(g), by two-fold alkylation of tert-butyl (3RS,4RS)-4-[4-(2-hydroxy-ethoxy)-phenyl]-3-(4-hydroxy-naphthalen-2-ylmethoxy)-piperidine-1-carboxylate with benzyl bromide there was obtained tert-butyl (3RS,4RS)-4-[4-(2-benzyloxy-ethoxy)-phenyl]-3-(4-benzyloxy-naphthalen-2-ylmethoxy)-piperidine-1-carboxylate.